Dataset: the Open Reaction Database (ORD), a public repository of structured organic reaction records. Task: describe an organic reaction: reactants, conditions, products, and yield Reactants: CC(=O)[O-], [Na+], Oc1cccc(N2CCOCC2)c1, CN(C)C=O, O, O=P(Cl)(Cl)Cl. Product: O=Cc1ccc(N2CCOCC2)cc1O. As a reaction SMILES: [CH3:25][C:26](=[O:27])[O-:28].[Na+:24].[O:11]1[CH2:12][CH2:13][N:14]([c:17]2[cH:18][c:19]([OH:23])[cH:20][cH:21][cH:22]2)[CH2:15][CH2:16]1.[O:1]=[CH:2][N:3]([CH3:4])[CH3:5].[OH2:29].[P:6]([Cl:7])([Cl:8])([Cl:9])=[O:10]>>[O:1]=[CH:2][c:20]1[c:19]([OH:23])[cH:18][c:17]([N:14]2[CH2:13][CH2:12][O:11][CH2:16][CH2:15]2)[cH:22][cH:21]1. Starting materials: COC(=O)C1C(C(CC2=CC=CC(=C12)OC)CC=C)=O (1,2,3,4-tetrahydro-8-methoxy-2-oxo-3-(2-propenyl)-1-naphthalene carboxylic acid methyl ester), [Cl-].[Li+] (lithium chloride). The solvent is CS(=O)C (DMSO), O (water). Reaction conditions: temperature 125 celsius. Product: COC=1C=CC=C2CC(C(CC12)=O)CC=C (1,2,3,4-Tetrahydro-8-methoxy-3-(2-propenyl)-2-oxo-naphthalene). Isolated yield 94.1%. Reaction SMILES: COC([CH:5]1[C:14]2[C:9](=[CH:10][CH:11]=[CH:12][C:13]=2[O:15][CH3:16])[CH2:8][CH:7]([CH2:17][CH:18]=[CH2:19])[C:6]1=[O:20])=O.[Cl-].[Li+]>CS(C)=O.O>[CH3:16][O:15][C:13]1[CH:12]=[CH:11][CH:10]=[C:9]2[C:14]=1[CH2:5][C:6](=[O:20])[CH:7]([CH2:17][CH:18]=[CH2:19])[CH2:8]2 |f:1.2|. Procedure: To a solution of 10.3 g (37.6 mmol) of 1,2,3,4-tetrahydro-8-methoxy-2-oxo-3-(2-propenyl)-1-naphthalene carboxylic acid methyl ester in 26.3 mL of DMSO and 1.1 mL of water was added 1.9 g (45.1 mmol) of lithium chloride. The reaction mixture was heated at 125° C. (bath temperature) for five hours. TLC analysis showed no starting material remaining. The mixture was cooled to room temperature and extracted with ethyl acetate (1 L). The organic layer was washed with 10% aqueous calcium sulfate (an e... Starting materials: C1(CC1)NC(C1=CC(=NC(=C1)\C=C\COC)OC)=O (N-cyclopropyl-2-methoxy-6-[(1E)-3-methoxyprop-1-en-1-yl]isonicotinamide). The reagents and catalysts are [Pd] (palladium). Solvent: CCOC(=O)C (EtOAc). Reaction conditions: time 4 hour. Yields the product C1(CC1)NC(C1=CC(=NC(=C1)CCCOC)OC)=O (N-Cyclopropyl-2-methoxy-6-(3-methoxypropyl)isonicotinamide). Reaction SMILES: [CH:1]1([NH:4][C:5](=[O:19])[C:6]2[CH:11]=[C:10](/[CH:12]=[CH:13]/[CH2:14][O:15][CH3:16])[N:9]=[C:8]([O:17][CH3:18])[CH:7]=2)[CH2:3][CH2:2]1>CCOC(C)=O.[Pd]>[CH:1]1([NH:4][C:5](=[O:19])[C:6]2[CH:11]=[C:10]([CH2:12][CH2:13][CH2:14][O:15][CH3:16])[N:9]=[C:8]([O:17][CH3:18])[CH:7]=2)[CH2:3][CH2:2]1. Procedure: To a solution of N-cyclopropyl-2-methoxy-6-[(1E)-3-methoxyprop-1-en-1-yl]isonicotinamide from the previous step (1 eq.) in EtOAc (0.2 M) was added palladium (10% w/w over activated carbon, 15% loading). The reaction vessel was evacuated and back-filled with hydrogen. The reaction suspension was then stirred under a balloon atmosphere of hydrogen for 4 h. The reaction was quenched with CH2Cl2, filtered through celite and the insolubles washed further with EtOAc. Concentration of the filtrate in v... The reactants are N1CCCC2=CC=CC=C12 (1,2,3,4-tetrahydro-quinoline), [N+](=O)(O)[O-] (nitric acid), C([O-])([O-])=O.[Na+].[Na+] (sodium carbonate). The solvent is S(O)(O)(=O)=O (sulfuric acid), S(O)(O)(=O)=O (sulfuric acid). Run at time 2.5 hour. The product is [N+](=O)([O-])C1=CC=C2CCCNC2=C1 (7-Nitro-1,2,3,4-tetrahydro-quinoline). RXN SMILES: [NH:1]1[C:10]2[C:5](=[CH:6][CH:7]=[CH:8][CH:9]=2)[CH2:4][CH2:3][CH2:2]1.[N+:11]([O-])([OH:13])=[O:12].C(=O)([O-])[O-].[Na+].[Na+]>S(=O)(=O)(O)O>[N+:11]([C:8]1[CH:9]=[C:10]2[C:5]([CH2:4][CH2:3][CH2:2][NH:1]2)=[CH:6][CH:7]=1)([O-:13])=[O:12] |f:2.3.4|. Procedure details: Concentrated sulfuric acid (30.00 mL) was cooled to −10° C. with an ice/salt bath. To this, 1,2,3,4-tetrahydro-quinoline (10.60 g, 75.60 mmol) and a solution of nitric acid (99.5%, 4.80 g, 75.60 mmol) in sulfuric acid (15.00 mL) were added simultaneously within 1 hour, so that the temperature of the reaction mixture does not exceed 10° C. The mixture was stirred then for 2.5 hours at −5° C., then poured over ice and treated with sodium carbonate (0.10 kg) until pH 8-9 was reached. The solid was ... Run in C(Cl)Cl (CH2Cl2), C(Cl)Cl (CH2Cl2). The reactants are ClC(=O)OC (Methyl chloroformate), C(C)(C)(C)[SiH2]OC(C=1C=C(CN)C=CC1Cl)(C)C (3-(tert-butyl-dimethyl-silanyloxymethyl)-4-chloro-benzylamine), CCN(C(C)C)C(C)C (DIPEA). The product is COC(NCC1=CC(=C(C=C1)Cl)C(O[SiH2]C(C)(C)C)(C)C)=O ([3-(tert-Butyl-dimethyl-silanyloxymethyl)-4-chloro-benzyl]-carbamic Acid Methyl Ester). Yield: 75.0%. Procedure details: Methyl chloroformate (1.98 mL, 25.2 mmol) was added to a sol. of 3-(tert-butyl-dimethyl-silanyloxymethyl)-4-chloro-benzylamine (6.00 g, 20.9 mmol) and DIPEA (7.33 mL, 42.0 mmol) in CH2Cl2 (100 mL) at rt. The mixture was stirred for 1 h at rt, and more CH2Cl2 was added. The mixture was washed with aq. sat. NH4Cl, aq. 1M NaOH, and brine. The org. layer was dried over MgSO4, filtered, and the solvents were removed under reduced pressure. Purification of the crude by FC (EtOAc/heptane 1:5) yielded t... Reaction SMILES: Cl[C:2]([O:4][CH3:5])=[O:3].[C:6]([SiH2:10][O:11][C:12]([CH3:23])([CH3:22])[C:13]1[CH:14]=[C:15]([CH:18]=[CH:19][C:20]=1[Cl:21])[CH2:16][NH2:17])([CH3:9])([CH3:8])[CH3:7].CCN(C(C)C)C(C)C>C(Cl)Cl>[CH3:5][O:4][C:2](=[O:3])[NH:17][CH2:16][C:15]1[CH:18]=[CH:19][C:20]([Cl:21])=[C:13]([C:12]([CH3:23])([CH3:22])[O:11][SiH2:10][C:6]([CH3:9])([CH3:8])[CH3:7])[CH:14]=1. Conditions: time 1 hour. Starting materials: Clc1cc(OCc2ccccc2)ccc1Br, CCCC(=O)Nc1nn(COCC[Si](C)(C)C)c2cc(B3OC(C)(C)C(C)(C)O3)ccc12, CCOC(C)=O, [Na+], [Na+], O=C([O-])[O-], C1COCCO1, O, c1ccc(P(c2ccccc2)(c2ccccc2)[Pd](P(c2ccccc2)(c2ccccc2)c2ccccc2)(P(c2ccccc2)(c2ccccc2)c2ccccc2)P(c2ccccc2)(c2ccccc2)c2ccccc2)cc1. Product: CCCC(=O)Nc1nn(COCC[Si](C)(C)C)c2cc(-c3ccc(OCc4ccccc4)cc3Cl)ccc12. RXN SMILES: [Br:1][c:2]1[c:3]([Cl:16])[cH:4][c:5]([O:8][CH2:9][c:10]2[cH:11][cH:12][cH:13][cH:14][cH:15]2)[cH:6][cH:7]1.[CH3:23][C:24]1([CH3:25])[C:26]([CH3:27])([CH3:28])[O:29][B:30]([c:31]2[cH:32][cH:33][c:34]3[c:35]([NH:48][C:49]([CH2:50][CH2:51][CH3:52])=[O:53])[n:36][n:37]([CH2:40][O:41][CH2:42][CH2:43][Si:44]([CH3:45])([CH3:46])[CH3:47])[c:38]3[cH:39]2)[O:54]1.[CH3:55][CH2:56][O:57][C:58](=[O:59])[CH3:60].[Na+:17].[Na+:18].[O-:19][C:20](=[O:21])[O-:22].[O:62]1[CH2:63][CH2:64][O:65][CH2:66][CH2:67]1.[OH2:61].[cH:68]1[cH:69][cH:70][c:71]([P:72]([Pd:73]([P:74]([c:75]2[cH:76][cH:77][cH:78][cH:79][cH:80]2)([c:81]2[cH:82][cH:83][cH:84][cH:85][cH:86]2)[c:87]2[cH:88][cH:89][cH:90][cH:91][cH:92]2)([P:93]([c:94]2[cH:95][cH:96][cH:97][cH:98][cH:99]2)([c:100]2[cH:101][cH:102][cH:103][cH:104][cH:105]2)[c:106]2[cH:107][cH:108][cH:109][cH:110][cH:111]2)[P:112]([c:113]2[cH:114][cH:115][cH:116][cH:117][cH:118]2)([c:119]2[cH:120][cH:121][cH:122][cH:123][cH:124]2)[c:125]2[cH:126][cH:127][cH:128][cH:129][cH:130]2)([c:131]2[cH:132][cH:133][cH:134][cH:135][cH:136]2)[c:137]2[cH:138][cH:139][cH:140][cH:141][cH:142]2)[cH:143][cH:144]1>>[c:2]1(-[c:31]2[cH:32][cH:33][c:34]3[c:35]([NH:48][C:49]([CH2:50][CH2:51][CH3:52])=[O:53])[n:36][n:37]([CH2:40][O:41][CH2:42][CH2:43][Si:44]([CH3:45])([CH3:46])[CH3:47])[c:38]3[cH:39]2)[c:3]([Cl:16])[cH:4][c:5]([O:8][CH2:9][c:10]2[cH:11][cH:12][cH:13][cH:14][cH:15]2)[cH:6][cH:7]1. Starting materials: CO (Methanol), CSC(C(=O)OC)(C)C=1SC=CC1 (methyl α-methylthio-α-(2-thienyl)propionate), [OH-].[Na+] (sodium hydroxide). Solvent: O (water), O (Water). Yields the product CSC(C(=O)O)(C)C=1SC=CC1 (α-methylthio-α-(2-thienyl)propionic acid). The yield is 99.0%. RXN SMILES: CO.[CH3:3][S:4][C:5]([C:11]1[S:12][CH:13]=[CH:14][CH:15]=1)([CH3:10])[C:6]([O:8]C)=[O:7].[OH-].[Na+]>O>[CH3:3][S:4][C:5]([C:11]1[S:12][CH:13]=[CH:14][CH:15]=1)([CH3:10])[C:6]([OH:8])=[O:7] |f:2.3|. Reported procedure: Methanol (6 ml) and 4 ml of water were added to 1.08 g of methyl α-methylthio-α-(2-thienyl)propionate, and 500 mg of sodium hydroxide was added. The mixture was heated under reflux for 1 hour. Water (20 ml) was added, and the mixture was extracted with 10 ml of diethyl ether. The aqueous layer was adjusted to pH 1 with conc. hydrochloric acid, and extracted three times with 20 ml of diethyl ether. The organic layer was washed with 10 ml of water, and dried over anhydrous sodium sulfate. Evaporat... The reactants are C(C1=CC=CC=C1)OC1=CC=C(CNC2(C(C(=C(C3=CC=CC=C23)O)C2=NS(C3=C(N2)C=CC(=C3)NS(=O)(=O)C)(=O)=O)=O)CCC(C)(C)C)C=C1 (N-{3-[4-{[4-(benzyloxy)benzyl]amino}-4-(3,3-dimethylbutyl)-1-hydroxy-3-oxo-3,4-dihydronaphthalen-2-yl]-1,1-dioxido-4H-1,2,4-benzothiadiazin-7-yl}methanesulfonamide). Reagents/catalysts: [Pd] (Pd/C). The solvent is CO (methanol). Run at time 6 hour. The product is CC(CCC1(C(C(=C(C2=CC=CC=C12)O)C1=NS(C2=C(N1)C=CC(=C2)NS(=O)(=O)C)(=O)=O)=O)NCC2=CC=C(C=C2)O)(C)C (N-(3-{4-(3,3-dimethylbutyl)-1-hydroxy-4-[(4-hydroxybenzyl)amino]-3-oxo-3,4-dihydronaphthalen-2-yl}-1,1-dioxido-4H-1,2,4-benzothiadiazin-7-yl)methanesulfonamide). Yield: 69.6%. As a reaction SMILES: C([O:8][C:9]1[CH:51]=[CH:50][C:12]([CH2:13][NH:14][C:15]2([CH2:44][CH2:45][C:46]([CH3:49])([CH3:48])[CH3:47])[C:24]3[C:19](=[CH:20][CH:21]=[CH:22][CH:23]=3)[C:18]([OH:25])=[C:17]([C:26]3[NH:31][C:30]4[CH:32]=[CH:33][C:34]([NH:36][S:37]([CH3:40])(=[O:39])=[O:38])=[CH:35][C:29]=4[S:28](=[O:42])(=[O:41])[N:27]=3)[C:16]2=[O:43])=[CH:11][CH:10]=1)C1C=CC=CC=1>CO.[Pd]>[CH3:47][C:46]([CH3:49])([CH3:48])[CH2:45][CH2:44][C:15]1([NH:14][CH2:13][C:12]2[CH:11]=[CH:10][C:9]([OH:8])=[CH:51][CH:50]=2)[C:24]2[C:19](=[CH:20][CH:21]=[CH:22][CH:23]=2)[C:18]([OH:25])=[C:17]([C:26]2[NH:31][C:30]3[CH:32]=[CH:33][C:34]([NH:36][S:37]([CH3:40])(=[O:39])=[O:38])=[CH:35][C:29]=3[S:28](=[O:42])(=[O:41])[N:27]=2)[C:16]1=[O:43]. Procedure details: A mixture of the product from Example 81 (13 mg, 0.018 mmol) and 10% Pd/C (3 mg) in methanol (1 mL) was stirred at room temperature under H2 atmosphere for 6 h. The heterogeneous solution was filtered and the filtrate was concentrated in vacuo. Column chromatography on silica (5% methanol/dichloromethane) afforded the title compound as a yellow solid (8 mg, 73%). 1H NMR (500 MHz, DMSO-d6) δ ppm 0.59-0.69 (m, 10H), 0.97-1.07 (m, 1H), 1.78-1.90 (m, 1H), 2.00-2.11 (m, 1H), 2.98 (s, 3H), 3.18 (d, J=... Starting materials: CC(CC(C)O)CCCC(C)C (4,8-dimethylnonan-2-ol), S(O)(O)(=O)=O (sulfuric acid), C(Cl)Cl (methylene chloride), [Cr](=O)(=O)([O-])O[Cr](=O)(=O)[O-].[Na+].[Na+] (sodium dichromate). Run in O (water), O (water). Reaction conditions: time 3 hour. The product is CC(CC(C)=O)CCCC(C)C (4,8-dimethylnonan-2-one). RXN SMILES: [CH3:1][CH:2]([CH2:7][CH2:8][CH2:9][CH:10]([CH3:12])[CH3:11])[CH2:3][CH:4]([OH:6])[CH3:5].C(Cl)Cl.[Cr](O[Cr]([O-])(=O)=O)([O-])(=O)=O.[Na+].[Na+].S(=O)(=O)(O)O>O>[CH3:1][CH:2]([CH2:7][CH2:8][CH2:9][CH:10]([CH3:12])[CH3:11])[CH2:3][C:4](=[O:6])[CH3:5] |f:2.3.4|. Reported procedure: A solution of 47 g. of 4,8-dimethylnonan-2-ol in 250 ml. of methylene chloride is cooled to about 10° as a solution of 46.4 g. of sodium dichromate in 125 ml. of water is added. The mixture is maintained at about 10° as a solution of 46.3 g. of sulfuric acid in 100 ml. of water is added over about 45 minutes. The mixture is allowed to attain room temperature and, after about 3 hours, the organic layer is separated and the aqueous layer is extracted with methylene chloride. The combined organic m... The reactants are C1(=CC=CC=C1)S(=O)(=O)N1C(N(C(C1)C1=CC(=CC=C1)Br)C(C)C)=O (1-benzenesulfonyl-4-(3-bromo-phenyl)-3-isopropyl-imidazolidin-2-one), C(C)(C)(C)NS(=O)(=O)C=1C=C(C=CC1)B(O)O (3-tert-butylsulfamoyl-benzeneboronic acid), C([O-])([O-])=O.[Na+].[Na+] (sodium carbonate). The reagents and catalysts are C1=CC=C(C=C1)P([C-]2C=CC=C2)C3=CC=CC=C3.C1=CC=C(C=C1)P([C-]2C=CC=C2)C3=CC=CC=C3.Cl[Pd]Cl.[Fe+2].ClCCl (dichloro[1,1′-bis(diphenylphosphino)ferrocene]palladium dichloromethane). The solvent is O1CCOCC1.O (dioxane water). Product: C(C)(C)(C)NS(=O)(=O)C=1C=C(C=CC1)C1=CC(=CC=C1)C1N(C(N(C1)S(=O)(=O)C1=CC=CC=C1)=O)C(C)C (3′-(1-benzenesulfonyl-3-isopropyl-2-oxo-imidazolidin-4-yl)-biphenyl-3-sulfonic acid tert-butylamide). As a reaction SMILES: [C:1]1([S:7]([N:10]2[CH2:14][CH:13]([C:15]3[CH:20]=[CH:19][CH:18]=[C:17](Br)[CH:16]=3)[N:12]([CH:22]([CH3:24])[CH3:23])[C:11]2=[O:25])(=[O:9])=[O:8])[CH:6]=[CH:5][CH:4]=[CH:3][CH:2]=1.[C:26]([NH:30][S:31]([C:34]1[CH:35]=[C:36](B(O)O)[CH:37]=[CH:38][CH:39]=1)(=[O:33])=[O:32])([CH3:29])([CH3:28])[CH3:27].C(=O)([O-])[O-].[Na+].[Na+]>O1CCOCC1.O.C1C=CC(P(C2C=CC=CC=2)[C-]2C=CC=C2)=CC=1.C1C=CC(P(C2C=CC=CC=2)[C-]2C=CC=C2)=CC=1.Cl[Pd]Cl.[Fe+2].ClCCl>[C:26]([NH:30][S:31]([C:34]1[CH:39]=[C:38]([C:17]2[CH:18]=[CH:19][CH:20]=[C:15]([CH:13]3[CH2:14][N:10]([S:7]([C:1]4[CH:6]=[CH:5][CH:4]=[CH:3][CH:2]=4)(=[O:9])=[O:8])[C:11](=[O:25])[N:12]3[CH:22]([CH3:24])[CH3:23])[CH:16]=2)[CH:37]=[CH:36][CH:35]=1)(=[O:33])=[O:32])([CH3:29])([CH3:27])[CH3:28] |f:2.3.4,5.6,7.8.9.10.11|. Procedure: In analogy to example 1, step 3,1-benzenesulfonyl-4-(3-bromo-phenyl)-3-isopropyl-imidazolidin-2-one (example 12, step 1) was reacted with 3-tert-butylsulfamoyl-benzeneboronic acid in the presence of dichloro[1,1′-bis(diphenylphosphino)ferrocene]palladium dichloromethane adduct and sodium carbonate in dioxane/water to give 3′-(1-benzenesulfonyl-3-isopropyl-2-oxo-imidazolidin-4-yl)-biphenyl-3-sulfonic acid tert-butylamide as an off-white oil. MS: 572.8 ([M+NH4]+)